Dataset: the Open Reaction Database (ORD), a public repository of structured organic reaction records. Task: describe an organic reaction: reactants, conditions, products, and yield Reactants: CCO, CO, CC(C)N1CCC(=O)N(C)c2cnc(Cl)nc21, Cl, Nc1ccc(C(=O)NCCN2CCOCC2)cc1, O. Yields the product CC(C)N1CCC(=O)N(C)c2cnc(Nc3ccc(C(=O)NCCN4CCOCC4)cc3)nc21. Reaction SMILES: [CH3:36][CH2:37][OH:38].[CH3:40][OH:41].[Cl:19][c:20]1[n:21][cH:22][c:23]2[c:29]([n:30]1)[N:28]([CH:31]([CH3:32])[CH3:33])[CH2:27][CH2:26][C:25](=[O:34])[N:24]2[CH3:35].[ClH:39].[NH2:1][c:2]1[cH:3][cH:4][c:5]([C:6](=[O:7])[NH:8][CH2:9][CH2:10][N:11]2[CH2:12][CH2:13][O:14][CH2:15][CH2:16]2)[cH:17][cH:18]1.[OH2:42]>>[NH:1]([c:2]1[cH:3][cH:4][c:5]([C:6](=[O:7])[NH:8][CH2:9][CH2:10][N:11]2[CH2:12][CH2:13][O:14][CH2:15][CH2:16]2)[cH:17][cH:18]1)[c:20]1[n:21][cH:22][c:23]2[c:29]([n:30]1)[N:28]([CH:31]([CH3:32])[CH3:33])[CH2:27][CH2:26][C:25](=[O:34])[N:24]2[CH3:35].